describe an organic reaction: reactants, conditions, products, and yield From a dataset of the Open Reaction Database (ORD), a public repository of structured organic reaction records. The reactants are 42.0, COC(/C=C(/C(=O)OC)\OC1=C(C(=CC=C1)OCCCOC1=C(C=CC=C1)CCC)CC)=O (dimethyl 2-ethyl-3-(3-[2-propylphenoxy] propoxy)phenoxyfumaric acid), [OH-].[Na+] (sodium hydroxide), CO (methanol), Cl (hydrochloric acid). The solvent is light petroleum ether, C(Cl)(Cl)Cl (chloroform). Product: 33.8, C(C)C1=C(O/C(/C(=O)O)=C\C(=O)O)C=CC=C1OCCCOC1=C(C=CC=C1)CCC (2-ethyl-3-(3-[2-propylphenoxy]propoxy)phenoxyfumaric acid). Reaction SMILES: C[O:2][C:3](=[O:33])/[CH:4]=[C:5](\[O:10][C:11]1[CH:16]=[CH:15][CH:14]=[C:13]([O:17][CH2:18][CH2:19][CH2:20][O:21][C:22]2[CH:27]=[CH:26][CH:25]=[CH:24][C:23]=2[CH2:28][CH2:29][CH3:30])[C:12]=1[CH2:31][CH3:32])/[C:6]([O:8]C)=[O:7].[OH-].[Na+].CO.Cl>C(Cl)(Cl)Cl>[CH2:31]([C:12]1[C:13]([O:17][CH2:18][CH2:19][CH2:20][O:21][C:22]2[CH:27]=[CH:26][CH:25]=[CH:24][C:23]=2[CH2:28][CH2:29][CH3:30])=[CH:14][CH:15]=[CH:16][C:11]=1[O:10]/[C:5](=[CH:4]\[C:3]([OH:33])=[O:2])/[C:6]([OH:8])=[O:7])[CH3:32] |f:1.2|. Procedure: A solution of 42.0 parts of dimethyl 2-ethyl-3-(3-[2-propylphenoxy] propoxy)phenoxyfumaric acid and 7.36 parts of sodium hydroxide in 50% v /v aqueous methanol was refluxed for four hours. The reaction mixture was cooled, acidified with excess 2N hydrochloric acid and extracted with chloroform. Evaporation of the chloroform and trituration of the residue with 40/60 light petroleum ether gave an oily solid. This solid was dissolved in hot chloroform and addition of 40/60 light petroleum ether to ... The reactants are COC=1C=C(C=CC1OC)CCC(=O)OC (methyl 3-(3,4-dimethoxyphenyl)propionate), C(CCC)[Li] (n-butyl lithium), CP(OC)(OC)=O (dimethyl methylphosphonate). Run in O1CCCC1 (tetrahydrofuran), CCCCCC (hexane), O1CCCC1 (tetrahydrofuran), [Cl-].[Na+] (sodium chloride). Run at temperature -78 celsius, time 30 minute. Product: O=C(CP(OC)(OC)=O)CCC1=CC(=C(C=C1)OC)OC (dimethyl 2-oxo-4-(3,4-dimethoxyphenyl)butylphosphonate). The yield is 28.5%. As a reaction SMILES: C([Li])CCC.[CH3:6][P:7](=[O:12])([O:10][CH3:11])[O:8][CH3:9].[CH3:13][O:14][C:15]1[CH:16]=[C:17]([CH2:23][CH2:24][C:25](OC)=[O:26])[CH:18]=[CH:19][C:20]=1[O:21][CH3:22]>CCCCCC.O1CCCC1.[Cl-].[Na+]>[O:26]=[C:25]([CH2:24][CH2:23][C:17]1[CH:18]=[CH:19][C:20]([O:21][CH3:22])=[C:15]([O:14][CH3:13])[CH:16]=1)[CH2:6][P:7](=[O:12])([O:10][CH3:11])[O:8][CH3:9] |f:5.6|. Procedure: To a mixture cooled at -78° C. of 50 ml of 2.1M n-butyl lithium solution in hexane and 100 ml of tetrahydrofuran, was added dropwise 12.4 g of dimethyl methylphosphonate. The mixture was stirred at -78° C. for 30 minutes, and thereafter 22.4 g of methyl 3-(3,4-dimethoxyphenyl)propionate [synthesized from 3,4-dimethoxycinnamic acid in 2 steps: (a) esterification (HCl--CH3OH) and (b) reduction (Pd/C--H2)] and 100 ml of tetrahydrofuran were added dropwise to the mixture. Then, the reaction was cont... Reactants: C1COCCN1, ClCCl, CCN(CC)Cc1ccc(C(=O)Nc2cc(NC(=O)c3cc(Cl)ccc3[N+](=O)[O-])ccc2C)cc1. Product: CCN(CC)Cc1ccc(C(=O)Nc2cc(NC(=O)c3cc(N4CCOCC4)ccc3[N+](=O)[O-])ccc2C)cc1. As a reaction SMILES: [CH2:36]1[CH2:37][O:38][CH2:39][CH2:40][NH:41]1.[CH2:42]([Cl:43])[Cl:44].[Cl:1][c:2]1[cH:3][cH:4][c:5]([N+:33](=[O:34])[O-:35])[c:6]([C:7](=[O:8])[NH:9][c:10]2[cH:11][cH:12][c:13]([CH3:31])[c:14]([NH:16][C:17]([c:18]3[cH:19][cH:20][c:21]([CH2:24][N:25]([CH2:26][CH3:27])[CH2:28][CH3:29])[cH:22][cH:23]3)=[O:30])[cH:15]2)[cH:32]1>>[c:2]1([N:41]2[CH2:36][CH2:37][O:38][CH2:39][CH2:40]2)[cH:3][cH:4][c:5]([N+:33](=[O:34])[O-:35])[c:6]([C:7](=[O:8])[NH:9][c:10]2[cH:11][cH:12][c:13]([CH3:31])[c:14]([NH:16][C:17]([c:18]3[cH:19][cH:20][c:21]([CH2:24][N:25]([CH2:26][CH3:27])[CH2:28][CH3:29])[cH:22][cH:23]3)=[O:30])[cH:15]2)[cH:32]1. The product is Cc1cc(C)cc(-c2[nH]c3ccc(NC(=O)N(C)C)cc3c2CCN)c1. As a reaction SMILES: [C:1]([O:2][C:3](=[O:4])[NH:7][CH2:8][CH2:9][c:10]1[c:11](-[c:25]2[cH:26][c:27]([CH3:32])[cH:28][c:29]([CH3:31])[cH:30]2)[nH:12][c:13]2[cH:14][cH:15][c:16]([NH:19][C:20](=[O:21])[N:22]([CH3:23])[CH3:24])[cH:17][c:18]12)([CH3:5])([CH3:6])[CH3:33].[CH2:49]([Cl:50])[Cl:51].[CH3:41][O:42][c:43]1[cH:44][cH:45][cH:46][cH:47][cH:48]1.[OH:34][C:35]([C:36]([F:37])([F:38])[F:39])=[O:40]>>[NH2:7][CH2:8][CH2:9][c:10]1[c:11](-[c:25]2[cH:26][c:27]([CH3:32])[cH:28][c:29]([CH3:31])[cH:30]2)[nH:12][c:13]2[cH:14][cH:15][c:16]([NH:19][C:20](=[O:21])[N:22]([CH3:23])[CH3:24])[cH:17][c:18]12. The reactants are Cc1cc(C)cc(-c2[nH]c3ccc(NC(=O)N(C)C)cc3c2CCNC(=O)OC(C)(C)C)c1, ClCCl, COc1ccccc1, O=C(O)C(F)(F)F. As a reaction SMILES: [Br:1][c:2]1[cH:3][cH:4][c:5]([NH:8][C:9]([c:10]2[cH:11][c:12]([N+:17](=[O:18])[O-:19])[c:13]([Cl:16])[cH:14][cH:15]2)=[O:20])[n:6][cH:7]1.[C:32]([O-:33])(=[O:34])[CH3:35].[CH3:38][CH2:39][OH:40].[NH2:21][c:22]1[cH:23][cH:24][c:25]([SH:28])[cH:26][cH:27]1.[Na+:36].[OH2:29].[OH2:30].[OH2:31].[OH2:37]>>[Br:1][c:2]1[cH:3][cH:4][c:5]([NH:8][C:9]([c:10]2[cH:11][c:12]([N+:17](=[O:18])[O-:19])[c:13]([S:28][c:25]3[cH:24][cH:23][c:22]([NH2:21])[cH:27][cH:26]3)[cH:14][cH:15]2)=[O:20])[n:6][cH:7]1. Yields the product Nc1ccc(Sc2ccc(C(=O)Nc3ccc(Br)cn3)cc2[N+](=O)[O-])cc1. Starting materials: O=C(Nc1ccc(Br)cn1)c1ccc(Cl)c([N+](=O)[O-])c1, CC(=O)[O-], CCO, Nc1ccc(S)cc1, [Na+], O, O, O, O. The reactants are CI, CCO, Cl, [Na+], [OH-], O, O=C(OCCO)C1=C(O)c2ccccc2S(=O)(=O)N1. Yields the product CN1C(C(=O)OCCO)=C(O)c2ccccc2S1(=O)=O. As a reaction SMILES: [CH3:22][I:23].[CH3:25][CH2:26][OH:27].[ClH:24].[Na+:2].[OH-:1].[OH2:28].[OH:3][C:4]1=[C:5]([C:16](=[O:17])[O:18][CH2:19][CH2:20][OH:21])[NH:6][S:7](=[O:14])(=[O:15])[c:8]2[c:9]1[cH:10][cH:11][cH:12][cH:13]2>>[OH:3][C:4]1=[C:5]([C:16](=[O:17])[O:18][CH2:19][CH2:20][OH:21])[N:6]([CH3:22])[S:7](=[O:14])(=[O:15])[c:8]2[c:9]1[cH:10][cH:11][cH:12][cH:13]2. Reactants: O=Cc1ccc(OCc2ccccc2)cc1, CCC(C)=O, CO, [Na+], [OH-]. Yields the product CCC(=O)C=Cc1ccc(OCc2ccccc2)cc1. RXN SMILES: [CH2:1]([c:2]1[cH:3][cH:4][cH:5][cH:6][cH:7]1)[O:8][c:9]1[cH:10][cH:11][c:12]([CH:13]=[O:14])[cH:15][cH:16]1.[CH3:17][C:18](=[O:19])[CH2:20][CH3:21].[CH3:24][OH:25].[Na+:23].[OH-:22]>>[CH2:1]([c:2]1[cH:3][cH:4][cH:5][cH:6][cH:7]1)[O:8][c:9]1[cH:10][cH:11][c:12]([CH:13]=[CH:17][C:18](=[O:19])[CH2:20][CH3:21])[cH:15][cH:16]1. The reactants are O=[N+]([O-])c1ccc(Cl)c([N+](=O)[O-])c1, CN1CCN(c2cccc3ccc(N)cc23)CC1, CN(C)C=O. Product: CN1CCN(c2cccc3ccc(Nc4ccc([N+](=O)[O-])cc4[N+](=O)[O-])cc23)CC1. RXN SMILES: [N+:19](=[O:20])([O-:21])[c:22]1[c:23]([Cl:31])[cH:24][cH:25][c:26]([N+:28](=[O:29])[O-:30])[cH:27]1.[NH2:1][c:2]1[cH:3][cH:4][c:5]2[cH:6][cH:7][cH:8][c:9]([N:12]3[CH2:13][CH2:14][N:15]([CH3:18])[CH2:16][CH2:17]3)[c:10]2[cH:11]1.[O:32]=[CH:33][N:34]([CH3:35])[CH3:36]>>[NH:1]([c:2]1[cH:3][cH:4][c:5]2[cH:6][cH:7][cH:8][c:9]([N:12]3[CH2:13][CH2:14][N:15]([CH3:18])[CH2:16][CH2:17]3)[c:10]2[cH:11]1)[c:23]1[c:22]([N+:19](=[O:20])[O-:21])[cH:27][c:26]([N+:28](=[O:29])[O-:30])[cH:25][cH:24]1. Reactants: NC1=CC=C(C=C1)C(C#C)(O)C1=CC=C(C=C1)F (1-(4-aminophenyl)-1-(4-fluorophenyl)-2-propyn-1-ol), FC1=CC=C(C(=O)C2=CC=C(C=C2)F)C=C1 (4,4′-difluorobenzophenone), secondary amine HNR′″R″″. Yields the product NC1=CC=C(C(=O)C2=CC=C(C=C2)F)C=C1 (4-amino-4′-fluorobenzophenone). RXN SMILES: [NH2:1][C:2]1[CH:7]=[CH:6][C:5]([C:8]([C:12]2[CH:17]=[CH:16][C:15]([F:18])=[CH:14][CH:13]=2)([OH:11])C#C)=[CH:4][CH:3]=1.FC1C=CC(C(C2C=CC(F)=CC=2)=O)=CC=1>>[NH2:1][C:2]1[CH:7]=[CH:6][C:5]([C:8]([C:12]2[CH:17]=[CH:16][C:15]([F:18])=[CH:14][CH:13]=2)=[O:11])=[CH:4][CH:3]=1. Procedure details: Referring now to FIG. 2, wherein one non-limiting approach to the 1-(4-aminophenyl)-1-(4-fluorophenyl)-2-propyn-1-ol is presented, 4,4′-difluorobenzophenone (7) is reacted with a secondary amine HNR′″R″″ to give the 4-amino-4′-fluorobenzophenone 8, where R′″ and R″″ may be the same as R36 and R37, respectively, as set forth and claimed herein. Acetylide anion, for example, sodium acetylide in acetylene saturated dimethylformamide, is added to the carbonyl of 4-amino-4′-fluorobenzophenone 8 to gi...